The task is: describe an organic reaction: reactants, conditions, products, and yield. This data is from the Open Reaction Database (ORD), a public repository of structured organic reaction records. Reactants: ClC1=C(C=CC=C1)N1N=C(CC1C1=CC=C(C=C1)C=1CCN(CC1)C(=O)OC(C)(C)C)C(O)(C(F)(F)F)C(F)(F)F (1-(2-chloro-phenyl)-5-[4-(1-BOC-1,2,3,6-tetrahydropyridin-4-yl)-phenyl]-3-[di-(trifluoromethyl)-hydroxy-methyl]-4,5-dihydro-1H-pyrazole), FC(C(=O)O)(F)F (trifluoroacetic acid). Solvent: ClCCl (dichloromethane). Reaction conditions: time 3 hour. Yields the product FC(C(=O)O)(F)F.ClC1=C(C=CC=C1)N1N=C(CC1C1=CC=C(C=C1)C=1CCNCC1)C(O)(C(F)(F)F)C(F)(F)F (1-(2-chloro-phenyl)-5-[4-(1,2,3,6-tetrahydropyridin-4-yl)-phenyl]-3-[di-(trifluoromethyl)-hydroxy-methyl]-4,5-dihydro-1H-pyrazole trifluoroacetate). Isolated yield 111.6%. Reaction SMILES: [Cl:1][C:2]1[CH:7]=[CH:6][CH:5]=[CH:4][C:3]=1[N:8]1[CH:12]([C:13]2[CH:18]=[CH:17][C:16]([C:19]3[CH2:20][CH2:21][N:22](C(OC(C)(C)C)=O)[CH2:23][CH:24]=3)=[CH:15][CH:14]=2)[CH2:11][C:10]([C:32]([C:38]([F:41])([F:40])[F:39])([C:34]([F:37])([F:36])[F:35])[OH:33])=[N:9]1.[F:42][C:43]([F:48])([F:47])[C:44]([OH:46])=[O:45]>ClCCl>[F:42][C:43]([F:48])([F:47])[C:44]([OH:46])=[O:45].[Cl:1][C:2]1[CH:7]=[CH:6][CH:5]=[CH:4][C:3]=1[N:8]1[CH:12]([C:13]2[CH:14]=[CH:15][C:16]([C:19]3[CH2:20][CH2:21][NH:22][CH2:23][CH:24]=3)=[CH:17][CH:18]=2)[CH2:11][C:10]([C:32]([C:38]([F:41])([F:39])[F:40])([C:34]([F:35])([F:36])[F:37])[OH:33])=[N:9]1 |f:3.4|. Reported procedure: 1-(2-Chloro-phenyl)-5-[4-(1-BOC-1,2,3,6-tetrahydropyridin-4-yl)-phenyl]-3-[di-(trifluoromethyl)-hydroxy-methyl]-4,5-dihydro-1H-pyrazole (350.0 mg, 0.58 mmol) prepared in Example 291 and trifluoroacetic acid (444.0 uL, 5.79 mmol) were added at 0° C. to dichloromethane (5.0 mL). The reaction mixture was stirred at room temperature for 3 hours and then concentrated under reduced pressure to give 400.0 mg of the titled compound as a yellow liquid. The product is COC1=CC=CC=2CCCOC21 (8-Methoxy-3,4-dihydro-2H-1-benzopyran). Reaction SMILES: [CH3:1][O:2][C:3]1[C:12]2[O:11][CH2:10][CH:9]=[CH:8][C:7]=2[CH:6]=[CH:5][CH:4]=1.[H][H]>C(O)(=O)C.[Pd]>[CH3:1][O:2][C:3]1[C:12]2[O:11][CH2:10][CH2:9][CH2:8][C:7]=2[CH:6]=[CH:5][CH:4]=1. Run in C(C)(=O)O (acetic acid). Reagents/catalysts: [Pd] (palladium on carbon). Reactants: COC1=CC=CC=2C=CCOC21 (8-Methoxy-2H-1-benzopyran), [H][H] (hydrogen). Reported procedure: The compound obtained in Step B (1 g:6.84 mmol) dissolved in glacial acetic acid (10 ml) is poured into the reactor of a Paar apparatus. 10% palladium on carbon (10% by weight; 100 mg), acting as catalyst, is added. The whole is then subjected to a hydrogen pressure of 45 psi for 12 hours at room temperature. After filtration, the solvent is removed under reduced pressure and then extraction is carried out with dichloromethane. The recovered organic phase, dried over magnesium sulphate, is purif...